This data is from the Open Reaction Database (ORD), a public repository of structured organic reaction records. The task is: describe an organic reaction: reactants, conditions, products, and yield Reactants: BrC=1C=C2C(=CC1)OC=1C=NC(=CC1[C@]21COCC(=N1)N)OC ((S)-7-bromo-3-methoxy-2′,6′-dihydrospiro[chromeno[2,3-c]pyridine-5,3′-[1,4]oxazin]-5′-amine), CC(=O)O (HOAc), Br (Hydrobromic acid). Run in O (water), [OH-].[Na+] (NaOH). Conditions: temperature 100 celsius, time 2 hour. The product is NC1=N[C@@]2(COC1)C1=CC(=CC=C1OC=1C=NC(=CC12)O)Br ((S)-5′-amino-7-bromo-2′,6′-dihydrospiro[chromeno[2,3-c]pyridine-5,3′-[1,4]oxazin]-3-ol). The yield is 94.2%. Reaction SMILES: [Br:1][C:2]1[CH:3]=[C:4]2[C@:15]3([N:20]=[C:19]([NH2:21])[CH2:18][O:17][CH2:16]3)[C:14]3[CH:13]=[C:12]([O:22]C)[N:11]=[CH:10][C:9]=3[O:8][C:5]2=[CH:6][CH:7]=1.CC(O)=O.Br>O.[OH-].[Na+]>[NH2:21][C:19]1[CH2:18][O:17][CH2:16][C@:15]2([C:14]3[CH:13]=[C:12]([OH:22])[N:11]=[CH:10][C:9]=3[O:8][C:5]3[C:4]2=[CH:3][C:2]([Br:1])=[CH:7][CH:6]=3)[N:20]=1 |f:4.5|. Reported procedure: (S)-7-bromo-3-methoxy-2′,6′-dihydrospiro[chromeno[2,3-c]pyridine-5,3′-[1,4]oxazin]-5′-amine (0.611 g, 1.624 mmol) was dissolved in HOAc (6.14 mL, 107 mmol). Hydrobromic acid (48% aq.; 6.06 mL, 53.6 mmol) was added and the reaction was stirred at 100° C. for two hours. The reaction was diluted with water, slowly neutralized to pH 7 with 6N NaOH, and stirred overnight, during which a light pink solid crashed out of solution. The solution was filtered, and the solid was air dried to afford (S)-5′-a... The reactants are CCN(C(C)C)C(C)C, ClCCl, COc1ccc(CN2C(=O)C3C2C(O)CN3C(=O)OCc2ccccc2)cc1OC, CS(C)=O, O=C(OC(=O)C(F)(F)F)C(F)(F)F. Product: COc1ccc(CN2C(=O)C3C2C(=O)CN3C(=O)OCc2ccccc2)cc1OC. RXN SMILES: [CH2:48]([N:49]([CH:50]([CH3:51])[CH3:52])[CH:53]([CH3:54])[CH3:55])[CH3:56].[CH2:57]([Cl:58])[Cl:59].[CH3:18][O:19][c:20]1[cH:21][c:22]([CH2:23][N:24]2[CH:25]3[CH:26]([OH:42])[CH2:27][N:28]([C:32](=[O:33])[O:34][CH2:35][c:36]4[cH:37][cH:38][cH:39][cH:40][cH:41]4)[CH:29]3[C:30]2=[O:31])[cH:43][cH:44][c:45]1[O:46][CH3:47].[CH3:1][S:2]([CH3:3])=[O:4].[F:5][C:6]([F:7])([F:8])[C:9]([O:10][C:11](=[O:12])[C:13]([F:14])([F:15])[F:16])=[O:17]>>[CH3:18][O:19][c:20]1[cH:21][c:22]([CH2:23][N:24]2[CH:25]3[C:26](=[O:42])[CH2:27][N:28]([C:32](=[O:33])[O:34][CH2:35][c:36]4[cH:37][cH:38][cH:39][cH:40][cH:41]4)[CH:29]3[C:30]2=[O:31])[cH:43][cH:44][c:45]1[O:46][CH3:47]. Reactants: C(#N)C1=CC(=C(C=C1)S(=O)(=O)N1C[C@@H](N(CC1)C(=O)OC(C)(C)C)C)C (1,1-dimethylethyl (2S)-4-[(4-cyano-2-methylphenyl)sulfonyl]-2-methyl-1-piperazinecarboxylate), C(=O)(C(F)(F)F)O (TFA). Solvent: C(Cl)Cl (DCM). Yields the product CC=1C=C(C#N)C=CC1S(=O)(=O)N1C[C@@H](NCC1)C (3-Methyl-4-{[(3S)-3-methyl-1-piperazinyl]sulfonyl}benzonitrile). Isolated yield 108.0%. Reaction SMILES: [C:1]([C:3]1[CH:8]=[CH:7][C:6]([S:9]([N:12]2[CH2:17][CH2:16][N:15](C(OC(C)(C)C)=O)[C@@H:14]([CH3:25])[CH2:13]2)(=[O:11])=[O:10])=[C:5]([CH3:26])[CH:4]=1)#[N:2].C(O)(C(F)(F)F)=O>C(Cl)Cl>[CH3:26][C:5]1[CH:4]=[C:3]([CH:8]=[CH:7][C:6]=1[S:9]([N:12]1[CH2:17][CH2:16][NH:15][C@@H:14]([CH3:25])[CH2:13]1)(=[O:11])=[O:10])[C:1]#[N:2]. Procedure details: A solution of 1,1-dimethylethyl (2S)-4-[(4-cyano-2-methylphenyl)sulfonyl]-2-methyl-1-piperazinecarboxylate (may be prepared as described in Description 10) (2.88 g, 7.59 mmol) and TFA (10 ml, 130 mmol) in dry DCM (10 ml) was stirred at room temperature for 1 hour, then concentrated in vacuo, azeotroping with toluene (25 ml) to give a brown oil. This was partitioned between DCM (50 ml) and saturated aqueous NaHCO3 (50 ml), then the aqueous layer was extracted with DCM (50 ml). The combined organi... The reactants are [BH3-]C#N, CC1CN(Cc2ccccc2)CC1CN, CO, O=Cc1ccccc1, [Na+], [Na+], [OH-]. Yields the product CC1CN(Cc2ccccc2)CC1CNCc1ccccc1. RXN SMILES: [C:24]([BH3-:25])#[N:26].[CH2:1]([c:2]1[cH:3][cH:4][cH:5][cH:6][cH:7]1)[N:8]1[CH2:9][CH:10]([CH2:14][NH2:15])[CH:11]([CH3:13])[CH2:12]1.[CH3:30][OH:31].[CH:16](=[O:17])[c:18]1[cH:19][cH:20][cH:21][cH:22][cH:23]1.[Na+:27].[Na+:29].[OH-:28]>>[CH2:1]([c:2]1[cH:3][cH:4][cH:5][cH:6][cH:7]1)[N:8]1[CH2:9][CH:10]([CH2:14][NH:15][CH2:16][c:18]2[cH:19][cH:20][cH:21][cH:22][cH:23]2)[CH:11]([CH3:13])[CH2:12]1. Reactants: C(C)(C)(C)OC(=O)N1CCC=2C(=NNC2CC1)C1=CC=C(C=C1)Cl (3-(4-chloro-phenyl)-4,5,7,8-tetrahydro-1H-1,2,6-triaza-azulene-6-carboxylic acid tert-butyl ester), 1-naphthalen methyl chloride, C(C)(C)(C)OC(=O)N1CCC2=C(N(N=C2CC1)CC1=CC=CC2=CC=CC=C12)C1=CC=C(C=C1)Cl (3-(4-chloro-phenyl)-2-naphthalen-1-ylmethyl-4,5,7,8-tetrahydro-2H-1,2,6-triaza-azulene-6-carboxylic acid tert-butyl ester). Yields the product ClC1=CC=C(C=C1)C1=NN(C=2CCNCCC12)CC1=CC=CC2=CC=CC=C12 (3-(4-Chloro-phenyl)-1-naphthalen-1-ylmethyl-1,4,5,6,7,8-hexahydro-1,2,6-triaza-azulene). As a reaction SMILES: C(OC([N:8]1[CH2:17][CH2:16][C:15]2[NH:14][N:13]=[C:12]([C:18]3[CH:23]=[CH:22][C:21]([Cl:24])=[CH:20][CH:19]=3)[C:11]=2[CH2:10][CH2:9]1)=O)(C)(C)C.C(OC(N1CCC2C(=C(C3C=CC(Cl)=CC=3)N([CH2:42][C:43]3[C:52]4[C:47](=[CH:48][CH:49]=[CH:50][CH:51]=4)[CH:46]=[CH:45][CH:44]=3)N=2)CC1)=O)(C)(C)C>>[Cl:24][C:21]1[CH:20]=[CH:19][C:18]([C:12]2[C:11]3[CH2:10][CH2:9][NH:8][CH2:17][CH2:16][C:15]=3[N:14]([CH2:42][C:43]3[C:52]4[C:47](=[CH:48][CH:49]=[CH:50][CH:51]=4)[CH:46]=[CH:45][CH:44]=3)[N:13]=2)=[CH:23][CH:22]=1. Procedure details: The title compound (0.015 g) was prepared from 3-(4-chloro-phenyl)-4,5,7,8-tetrahydro-1H-1,2,6-triaza-azulene-6-carboxylic acid tert-butyl ester (Example 103, Step B; 0.2 mmol) using 1-naphthalen-methyl chloride (0.3 mmol) in place of 2-chloromethyl-thiophene. The reaction sequence also provided 3-(4-chloro-phenyl)-2-naphthalen-1-ylmethyl-4,5,7,8-tetrahydro-2H-1,2,6-triaza-azulene-6-carboxylic acid tert-butyl ester in the alkylation step. MS (ESI): exact mass calculated for C24H22ClN3, 387.15. f... Yields the product FC1=NC=CC=C1C1N(CCCC1)C(=O)OC(C)(C)C (tert-butyl 2-(2-fluoropyridin-3-yl)piperidine-1-carboxylate). Starting materials: N1(CCCCC1)C(=O)OC(C)(C)C (tert-butyl piperidine-1-carboxylate), CN(C)CCN(C)C (TMEDA), C(C)(CC)[Li] (sec-butyllithium), C1CCCCC1 (cyclohexane), FC1=NC=CC=C1I (2-fluoro-3-iodopyridine), F[B-](F)(F)F.C(C)(C)(C)[PH+](C(C)(C)C)C(C)(C)C (tri-t-butylphosphonium tetrafluoroborate), [NH4+].[OH-] (NH4OH). Reagents/catalysts: [Cl-].[Zn+2].[Cl-] (zinc chloride), C(C)(=O)[O-].[Pd+2].C(C)(=O)[O-] (palladium(ii) acetate). As a reaction SMILES: [N:1]1([C:7]([O:9][C:10]([CH3:13])([CH3:12])[CH3:11])=[O:8])[CH2:6][CH2:5][CH2:4][CH2:3][CH2:2]1.CN(CCN(C)C)C.C([Li])(CC)C.C1CCCCC1.[F:33][C:34]1[C:39](I)=[CH:38][CH:37]=[CH:36][N:35]=1.F[B-](F)(F)F.C([PH+](C(C)(C)C)C(C)(C)C)(C)(C)C.[NH4+].[OH-]>[Cl-].[Zn+2].[Cl-].C([O-])(=O)C.[Pd+2].C([O-])(=O)C.CCOCC>[F:33][C:34]1[C:39]([CH:2]2[CH2:3][CH2:4][CH2:5][CH2:6][N:1]2[C:7]([O:9][C:10]([CH3:13])([CH3:12])[CH3:11])=[O:8])=[CH:38][CH:37]=[CH:36][N:35]=1 |f:5.6,7.8,9.10.11,12.13.14|. Reaction conditions: time 2 hour. The solvent is CCOCC (ether), CCOCC (ether), CCOCC (Et2O). Isolated yield 4.8%. Procedure details: To a −78° C. solution of tert-butyl piperidine-1-carboxylate (1.0 mL, 5.20 mmol), dry ether (20 mL) and TMEDA (0.82 mL, 5.47 mmol) was added sec-butyllithium, 1.4M in cyclohexane (3.90 mL, 5.46 mmol) dropwise over 5 minutes. After 2 hours, a solution of zinc chloride, 0.5M in ether (6.8 mL, 6.80 mmol) was added over 7 minutes. After 30 minutes, the mixture was warmed to ambient temperature and stirred for a further 30 minutes then 2-fluoro-3-iodopyridine (1511 mg, 6.78 mmol), palladium(ii) aceta...